The task is: describe an organic reaction: reactants, conditions, products, and yield. This data is from the Open Reaction Database (ORD), a public repository of structured organic reaction records. Starting materials: ice, [NH4+].[OH-] (NH4OH), C(C1=CC=CC=C1)N1C(CCCC1)=O (N-benzyl piperidone), FC=1C=C(N)C=CC1 (3-fluoro aniline), C(C)(=O)O (acetic acid), trimethylsilylnitrile. Run at time 1 hour. The product is C(C1=CC=CC=C1)N1CCC(CC1)(C#N)NC1=CC(=CC=C1)F (1-benzyl-4-[(3-fluorophenyl)amino]piperidine-4-carbonitrile). Reaction SMILES: [CH2:1]([N:8]1[CH2:13][CH2:12]C[CH2:10][C:9]1=O)[C:2]1[CH:7]=[CH:6][CH:5]=[CH:4][CH:3]=1.[F:15][C:16]1[CH:17]=[C:18]([CH:20]=[CH:21][CH:22]=1)[NH2:19].[NH4+:23].[OH-].[C:25](O)(=O)[CH3:26]>>[CH2:1]([N:8]1[CH2:13][CH2:12][C:25]([NH:19][C:18]2[CH:20]=[CH:21][CH:22]=[C:16]([F:15])[CH:17]=2)([C:26]#[N:23])[CH2:10][CH2:9]1)[C:2]1[CH:7]=[CH:6][CH:5]=[CH:4][CH:3]=1 |f:2.3|. Procedure details: To a 0° C. solution of 15 g (79 mmol) N-benzyl piperidone in 80 mL acetic acid was added 7.6 mL (79 mmol) 3-fluoro aniline followed by dropwise addition of 10.5 mL (79 mmol) trimethylsilylnitrile (TMSCN). The reaction mixture was allowed to warm to rt and stirred for 1 hr, then poured onto a mixture of 120 g ice and 120 g concentrated NH4OH. The resulting mixture was extracted 2×300 mL CH2Cl2 and the combined extracts washed with brine, dried over MgSO4, filtered, and concentrated. The residue w... Starting materials: CCOC(=O)CCCBr, CC(C)(C)OC(=O)COc1ccc(O)cc1C=O, O=C([O-])[O-], CCC(C)=O, [K+], [K+]. The product is CCOC(=O)CCCOc1ccc(OCC(=O)OC(C)(C)C)c(C=O)c1. Reaction SMILES: [Br:1][CH2:2][CH2:3][CH2:4][C:5](=[O:6])[O:7][CH2:8][CH3:9].[C:10]([CH3:11])([CH3:12])([CH3:13])[O:14][C:15](=[O:16])[CH2:17][O:18][c:19]1[c:20]([CH:21]=[O:22])[cH:23][c:24]([OH:27])[cH:25][cH:26]1.[C:28](=[O:29])([O-:30])[O-:31].[CH2:34]([C:35]([CH3:36])=[O:37])[CH3:38].[K+:32].[K+:33]>>[CH2:2]([CH2:3][CH2:4][C:5](=[O:6])[O:7][CH2:8][CH3:9])[O:27][c:24]1[cH:23][c:20]([CH:21]=[O:22])[c:19]([O:18][CH2:17][C:15]([O:14][C:10]([CH3:11])([CH3:12])[CH3:13])=[O:16])[cH:26][cH:25]1. The reactants are CCCCCBr, CCOC(=O)CC(=O)CC, [H-], [Na+]. Product: CCCCCC(C(=O)CC)C(=O)OCC. As a reaction SMILES: [Br:11][CH2:12][CH2:13][CH2:14][CH2:15][CH3:16].[CH2:1]([CH3:2])[O:3][C:4]([CH2:5][C:6]([CH2:7][CH3:8])=[O:9])=[O:10].[H-:17].[Na+:18]>>[CH2:1]([CH3:2])[O:3][C:4]([CH:5]([C:6]([CH2:7][CH3:8])=[O:9])[CH2:12][CH2:13][CH2:14][CH2:15][CH3:16])=[O:10]. Yields the product CC1(SCCC2=C1C=C(C(=C2)OC)OC)COCCN2CCCCC2 (1-[2-{(1-methy-6,7-dimethoxy-3,4-dihydro-1H-2-benzothiopyran-1-yl)methoxy}-ethyl]piperidine). As a reaction SMILES: [CH3:1][C:2]1([CH2:16][O:17][CH2:18][CH2:19]O)[C:7]2[CH:8]=[C:9]([O:14][CH3:15])[C:10]([O:12][CH3:13])=[CH:11][C:6]=2[CH2:5][CH2:4][S:3]1.[N+:21]([C:24]1C=[CH:28][C:27](S([O-])(=O)=O)=[CH:26][CH:25]=1)([O-])=O.N1CCCCC1>C1COCC1>[CH3:1][C:2]1([CH2:16][O:17][CH2:18][CH2:19][N:21]2[CH2:24][CH2:25][CH2:26][CH2:27][CH2:28]2)[C:7]2[CH:8]=[C:9]([O:14][CH3:15])[C:10]([O:12][CH3:13])=[CH:11][C:6]=2[CH2:5][CH2:4][S:3]1 |f:0.1|. The reactants are CC1(SCCC2=C1C=C(C(=C2)OC)OC)COCCO.[N+](=O)([O-])C1=CC=C(C=C1)S(=O)(=O)[O-] (2-[[1-methyl-6,7-dimethoxy-3,4-dihydro-1H-2-benzothiopyran-1-yl]methoxy]ethanol 4-nitrobenzenesulfonate), N1CCCCC1 (piperidine). Procedure details: A mixture of 2-[[1-methyl-6,7-dimethoxy-3,4-dihydro-1H-2-benzothiopyran-1-yl]methoxy]ethanol-4-nitrobenzenesulfonate and piperidine is stirred at room temperature in THF. The mixture is then partitioned between methylene chloride and aqueous sodium carbonate. The title compound is isolated by chromatography and is crystallized. The solvent is C1CCOC1 (THF). Starting materials: C(C1=CC=CC=C1)OC(=O)Cl (chloroformic acid benzyl ester), [OH-].[Na+] (sodium hydroxide), CSC(N)=N (S-methyl-isothiourea). Solvent: O (water). Product: C(C1=CC=CC=C1)OC(=O)NC(SC)=N (Benzyloxycarbonyl-S-methyl-isothiourea). As a reaction SMILES: [CH3:1][S:2][C:3](=[NH:5])[NH2:4].[CH2:6]([O:13][C:14](Cl)=[O:15])[C:7]1[CH:12]=[CH:11][CH:10]=[CH:9][CH:8]=1.[OH-].[Na+]>O>[CH2:6]([O:13][C:14]([NH:5][C:3](=[NH:4])[S:2][CH3:1])=[O:15])[C:7]1[CH:12]=[CH:11][CH:10]=[CH:9][CH:8]=1 |f:2.3|. Procedure details: 13.9 g (0.1 mole) of S-methyl-isothiourea are dissolved in 50 ml of water, cooled to a temperature of 0° to 5° C., and at this temperature and with constant stirring 15 ml (0.1 mole) of chloroformic acid benzyl ester and 50 ml of 4 N sodium hydroxide are added in about 20 minutes. The precipitate formed is filtered, washed three times with 50 ml of cold water, then three times with 50 ml of n-hexane, and finally dried over phosphorpentoxide in vacuo. Yield 15.7 g (70 percent) of the named compou... Starting materials: [Cl-].[NH4+] (ammonium chloride), [H-].[Na+] (sodium hydride), OC1CCN(CC1)C(=O)OC(C)(C)C (tert-butyl 4-hydroxypiperidine-1-carboxylate), ClC1=NC(=CC(=C1)C1(COC1)O)C(F)(F)F (3-[2-chloro-6-(trifluoromethyl)pyridin-4-yl]oxetan-3-ol). Run in O1CCCC1 (tetrahydrofuran), O1CCCC1 (tetrahydrofuran), O (water). Run at time 1 hour. Product: OC1(COC1)C1=CC(=NC(=C1)C(F)(F)F)OC1CCN(CC1)C(=O)OC(C)(C)C (tert-butyl 4-{[4-(3-hydroxyoxetan-3-yl)-6-(trifluoromethyl)pyridin-2-yl]oxy}piperidine-1-carboxylate). Yield: 33.9%. RXN SMILES: [H-].[Na+].[OH:3][CH:4]1[CH2:9][CH2:8][N:7]([C:10]([O:12][C:13]([CH3:16])([CH3:15])[CH3:14])=[O:11])[CH2:6][CH2:5]1.Cl[C:18]1[CH:23]=[C:22]([C:24]2([OH:28])[CH2:27][O:26][CH2:25]2)[CH:21]=[C:20]([C:29]([F:32])([F:31])[F:30])[N:19]=1.[Cl-].[NH4+]>O1CCCC1.O>[OH:28][C:24]1([C:22]2[CH:21]=[C:20]([C:29]([F:32])([F:31])[F:30])[N:19]=[C:18]([O:3][CH:4]3[CH2:5][CH2:6][N:7]([C:10]([O:12][C:13]([CH3:16])([CH3:15])[CH3:14])=[O:11])[CH2:8][CH2:9]3)[CH:23]=2)[CH2:25][O:26][CH2:27]1 |f:0.1,4.5|. Procedure details: To sodium hydride (60% in mineral oil, 0.20 g, 4.9 mmol) in a dry flask was added tetrahydrofuran (20 mL), followed by tert-butyl 4-hydroxypiperidine-1-carboxylate (0.98 g, 4.9 mmol, Aldrich). After stirring for 1 hour at room temperature, a solution of 3-[2-chloro-6-(trifluoromethyl)pyridin-4-yl]oxetan-3-ol (0.31 g, 1.2 mmol, from Step 1) in tetrahydrofuran (11 mL) was introduced. The reaction was stirred at ambient temperature for 2 hours, followed by heating to 65° C. overnight. The reaction ... Reactants: C=C(C(=O)OC)C(F)CCCCc1ccccc1, O=C(OO)c1cccc(Cl)c1, ClCCCl, Cc1cc(O)c(C(C)(C)C)cc1Sc1cc(C(C)(C)C)c(O)cc1C. Yields the product COC(=O)C1(C(F)CCCCc2ccccc2)CO1. RXN SMILES: [CH3:1][O:2][C:3]([C:4]([CH:5]([CH2:6][CH2:7][CH2:8][CH2:9][c:10]1[cH:11][cH:12][cH:13][cH:14][cH:15]1)[F:16])=[CH2:17])=[O:18].[Cl:19][c:20]1[cH:21][c:22]([C:27](=[O:24])[O:28][OH:29])[cH:23][cH:25][cH:26]1.[Cl:55][CH2:56][CH2:57][Cl:58].[S:30]([c:31]1[c:32]([CH3:33])[cH:34][c:35]([OH:36])[c:37]([C:38]([CH3:39])([CH3:40])[CH3:41])[cH:42]1)[c:43]1[c:44]([CH3:45])[cH:46][c:47]([OH:48])[c:49]([C:50]([CH3:51])([CH3:52])[CH3:53])[cH:54]1>>[CH3:1][O:2][C:3]([C:4]1([CH:5]([CH2:6][CH2:7][CH2:8][CH2:9][c:10]2[cH:11][cH:12][cH:13][cH:14][cH:15]2)[F:16])[CH2:17][O:24]1)=[O:18]. Reactants: O=C([O-])O, COc1cc(C)c(S(=O)(=O)N2Cc3ccccc3CC2COCC(=O)O)c(C)c1, CN1CCC(CN2CCNCC2)CC1, ClCCl, [Na+]. The product is COc1cc(C)c(S(=O)(=O)N2Cc3ccccc3CC2COCC(=O)N2CCN(CC3CCN(C)CC3)CC2)c(C)c1. RXN SMILES: [C:44](=[O:45])([O-:46])[OH:47].[CH3:1][O:2][c:3]1[cH:4][c:5]([CH3:29])[c:6]([S:10](=[O:11])(=[O:12])[N:13]2[CH2:14][c:15]3[cH:16][cH:17][cH:18][cH:19][c:20]3[CH2:21][CH:22]2[CH2:23][O:24][CH2:25][C:26](=[O:27])[OH:28])[c:7]([CH3:9])[cH:8]1.[CH3:30][N:31]1[CH2:32][CH2:33][CH:34]([CH2:37][N:38]2[CH2:39][CH2:40][NH:41][CH2:42][CH2:43]2)[CH2:35][CH2:36]1.[Cl:49][CH2:50][Cl:51].[Na+:48]>>[CH3:1][O:2][c:3]1[cH:4][c:5]([CH3:29])[c:6]([S:10](=[O:11])(=[O:12])[N:13]2[CH2:14][c:15]3[cH:16][cH:17][cH:18][cH:19][c:20]3[CH2:21][CH:22]2[CH2:23][O:24][CH2:25][C:26](=[O:27])[N:41]2[CH2:40][CH2:39][N:38]([CH2:37][CH:34]3[CH2:33][CH2:32][N:31]([CH3:30])[CH2:36][CH2:35]3)[CH2:43][CH2:42]2)[c:7]([CH3:9])[cH:8]1.